describe an organic reaction: reactants, conditions, products, and yield From a dataset of the Open Reaction Database (ORD), a public repository of structured organic reaction records. Reactants: C(#N)C1=CC=C(C=C1)/C=C/C(=O)OC(C)(C)C (tert-butyl (2E)-3-(4-cyanophenyl)acrylate), CO (methanol), C1CCOC1 (THF). The reagents and catalysts are [C].[Pd] (palladium-carbon). Solvent: C(C)(=O)O (acetic acid). Reaction conditions: time 3 hour. Yields the product NCC1=CC=C(C=C1)CCC(=O)OC(C)(C)C (tert-butyl 3-[4-(aminomethyl)phenyl]propanoate). Yield: 77.3%. Reaction SMILES: [C:1]([C:3]1[CH:8]=[CH:7][C:6](/[CH:9]=[CH:10]/[C:11]([O:13][C:14]([CH3:17])([CH3:16])[CH3:15])=[O:12])=[CH:5][CH:4]=1)#[N:2].CO.C1COCC1>[C].[Pd].C(O)(=O)C>[NH2:2][CH2:1][C:3]1[CH:8]=[CH:7][C:6]([CH2:9][CH2:10][C:11]([O:13][C:14]([CH3:17])([CH3:16])[CH3:15])=[O:12])=[CH:5][CH:4]=1 |f:3.4|. Procedure: To 223 mg of tert-butyl (2E)-3-(4-cyanophenyl)acrylate were added 12 mL of methanol, 5 ml of THF, 1 ml of an acetic acid solution, and 90 mg of 10% palladium-carbon in this order, followed by stirring for 3 hours under hydrogen at 3 atm. The catalyst was removed by filtration and the filtrate was concentrated under reduced pressure. To the residue were added a saturated aqueous sodium hydrogen carbonate solution and ethyl acetate to carry out a layer separation operation. The organic layer was d...